From a dataset of the Open Reaction Database (ORD), a public repository of structured organic reaction records. describe an organic reaction: reactants, conditions, products, and yield Starting materials: C(C1=CC=CC=C1)OC1=C2N(C(=NC1=O)CC1(CCCC1)C1=CC=CC=C1)CCN(C2=O)C (9-Benzyloxy-2-methyl-6-(1-phenyl-cyclopentylmethyl)-3,4-dihydro-2H-pyrazino[1,2-c]pyrimidine-1,8-dione), C1(=C(C=CC=C1)CC1=NC(C(=C2N1CCN(C2=O)C)O)=O)C2=CC=CC=C2 (6-biphenyl-2-ylmethyl-9-hydroxy-2-methyl-3,4-dihydro-2H-pyrazino[1,2-c]pyrimidine-1,8-dione). Product: OC1=C2N(C(=NC1=O)CC1(CCCC1)C1=CC=CC=C1)CCN(C2=O)C (9-Hydroxy-2-methyl-6-(1-phenyl-cyclopentylmethyl)-3,4-dihydro-2H-pyrazino[1,2-c]pyrimidine-1,8-dione). Yield: 69.3%. Reaction SMILES: C([O:8][C:9]1[C:14](=[O:15])[N:13]=[C:12]([CH2:16][C:17]2([C:22]3[CH:27]=[CH:26][CH:25]=[CH:24][CH:23]=3)[CH2:21][CH2:20][CH2:19][CH2:18]2)[N:11]2[CH2:28][CH2:29][N:30]([CH3:33])[C:31](=[O:32])[C:10]=12)C1C=CC=CC=1.C1(C2C=CC=CC=2)C=CC=CC=1CC1N2CCN(C)C(=O)C2=C(O)C(=O)N=1>>[OH:8][C:9]1[C:14](=[O:15])[N:13]=[C:12]([CH2:16][C:17]2([C:22]3[CH:23]=[CH:24][CH:25]=[CH:26][CH:27]=3)[CH2:18][CH2:19][CH2:20][CH2:21]2)[N:11]2[CH2:28][CH2:29][N:30]([CH3:33])[C:31](=[O:32])[C:10]=12. Reported procedure: 9-Hydroxy-2-methyl-6-(1-phenyl-cyclopentylmethyl)-3,4-dihydro-2H-pyrazino[1,2-c]pyrimidine-1,8-dione (32-01) (164 mg, 69%) was synthesized from 9-benzyloxy-2-methyl-6-(1-phenyl-cyclopentylmethyl)-3,4-dihydro-2H-pyrazino[1,2-c]pyrimidine-1,8-dione (31-01) (300 mg, 0.67 mmol) as an off-white solid following the procedure as described for 6-biphenyl-2-ylmethyl-9-hydroxy-2-methyl-3,4-dihydro-2H-pyrazino[1,2-c]pyrimidine-1,8-dione (12-01). Reactants: C(CC=C)=C1CCC(CC1)C1CCC(CC1)C=C (4'-but-3-enylidene-4-vinylbicyclohexyl), C(O)([O-])=O.[Na+] (sodium hydrogencarbonate), ice water, solution, F (hydrogen fluoride). Solvent: ClCCl (dichloromethane), N1=CC=CC=C1 (pyridine). Reaction conditions: time 8 hour. The product is C(CC=C)C1(CCC(CC1)C1CCC(CC1)C=C)F (4-but-3-enyl-4-fluoro-4'-vinylbicyclohexyl), 80. RXN SMILES: [CH:1](=[C:5]1[CH2:10][CH2:9][CH:8]([CH:11]2[CH2:16][CH2:15][CH:14]([CH:17]=[CH2:18])[CH2:13][CH2:12]2)[CH2:7][CH2:6]1)[CH2:2][CH:3]=[CH2:4].[FH:19].C(=O)([O-])O.[Na+]>ClCCl.N1C=CC=CC=1>[CH2:1]([C:5]1([F:19])[CH2:6][CH2:7][CH:8]([CH:11]2[CH2:12][CH2:13][CH:14]([CH:17]=[CH2:18])[CH2:15][CH2:16]2)[CH2:9][CH2:10]1)[CH2:2][CH:3]=[CH2:4] |f:2.3|. Reported procedure: 20.6 g of 4'-but-3-enylidene-4-vinylbicyclohexyl in 40 ml of dichloromethane were cooled to -25° C. 7.523 ml of a 70% solution of hydrogen fluoride in pyridine were then added dropwise with stirring, and the mixture was stirred at -25° C. for 30 minutes and then at RT for a further 8 hours. The reaction solution was poured into a suspension of 40 g of sodium hydrogencarbonate and 800 g of ice-water. The mixture was extracted with three times 150 ml of hexane. The combined organic extracts were w... The reactants are C(C)(C)(C)OC(=O)C=CC=1C(C2=C(NC(C1OC)=O)C=C(C=C2)Cl)=O (4-[2-(Tert-butoxycarbonyl)ethenyl]-8-chloro-3-methoxy-2,5-dioxo-2,5-dihydro-1H-benz[b]azepine), FC(C(=O)O)(F)F (trifluoroacetic acid). Yield: 55.4%. Reaction SMILES: C([O:5][C:6]([CH:8]=[CH:9][C:10]1[C:11](=[O:25])[C:12]2[CH:23]=[CH:22][C:21]([Cl:24])=[CH:20][C:13]=2[NH:14][C:15](=[O:19])[C:16]=1[O:17][CH3:18])=[O:7])(C)(C)C.FC(F)(F)C(O)=O>C(Cl)Cl.CO>[Cl:24][C:21]1[CH:22]=[CH:23][C:12]2[C:11](=[O:25])[C:10]([CH:9]=[CH:8][C:6]([OH:7])=[O:5])=[C:16]([O:17][CH3:18])[C:15](=[O:19])[NH:14][C:13]=2[CH:20]=1. Solvent: C(Cl)Cl (methylene chloride), CO (methanol). Reported procedure: 4-[2-(Tert-butoxycarbonyl)ethenyl]-8-chloro-3-methoxy-2,5-dioxo-2,5-dihydro-1H-benz[b]azepine (0.3455 g) was dissolved in dry methylene chloride (7.5 mL) under argon. The solution was treated with trifluoroacetic acid (7 mL). The solution was stirred at room temperature for 30 minutes. The solution was concentrated under water aspirator vacuum and then it was dried under high vacuum to give a white solid. The solid was dissolved in 125 mL of hot methanol. The solution was filtered and concentrat... Reaction conditions: time 30 minute. Product: ClC=1C=CC2=C(NC(C(=C(C2=O)C=CC(=O)O)OC)=O)C1 (3-(8-Chloro-3-methoxy-2,5-dioxo-2,5-dihydro-1H-benzo[b]azepin-4-yl)acrylic Acid). Reactants: B(OC)(OC)OC (trimethyl borate), C(C(=C)C)(=O)OCCOCCO (diethylene glycol monomethacrylate), COCCOCCOCCO (triethylene glycol monomethyl ether). Conditions: temperature 75 celsius, time 6 hour. The product is ester, B(O)(O)O (boric acid), B(OC)(OC)OC (trimethyl borate). As a reaction SMILES: [B:1]([O:6][CH3:7])([O:4][CH3:5])[O:2][CH3:3].C(OCCOCCO)(=O)C(C)=C.COCCOCCOCCO>>[B:1]([OH:6])([OH:4])[OH:2].[B:1]([O:6][CH3:7])([O:4][CH3:5])[O:2][CH3:3]. Procedure: 207.6 Grams (2.0 mols) of trimethyl borate was added to 174 g (1.0 mol) of diethylene glycol monomethacrylate and 328 g (2.0 mols) of triethylene glycol monomethyl ether, followed by keeping them at 60° C. for 1 hour with stirring in a dry air atmosphere and then heating to 75° C. After the temperature reached 75° C., the pressure in the system was gradually reduced. The system was kept at a pressure of 2.67 kPa (20 mmHg) or lower for 6 hours to remove volatile matters produced with progress of ... The reactants are C(C(=O)Cl)(=O)Cl (oxalyl chloride), CC1=CC(=NO1)N1C(C(=CC2=CC=CN=C12)C(=O)O)=O (1-(5-methyl-3-isoxazolyl)-2-oxo-1,2-dihydro-1,8-naphthyridine-3-carboxylic acid), CN(C=O)C (N,N-dimethylformamide). Run in ClCCl (dichloromethane). Reaction conditions: time 1 hour. The product is CC1=CC(=NO1)N1C(C(=CC2=CC=CN=C12)C(=O)Cl)=O (1-(5-methyl-3-isoxazolyl)-2-oxo-1,2-dihydro-1,8-naphthyridine-3-carboxylic acid chloride). RXN SMILES: [CH3:1][C:2]1[O:6][N:5]=[C:4]([N:7]2[C:16]3[C:11](=[CH:12][CH:13]=[CH:14][N:15]=3)[CH:10]=[C:9]([C:17](O)=[O:18])[C:8]2=[O:20])[CH:3]=1.C(Cl)(=O)C([Cl:24])=O.CN(C)C=O>ClCCl>[CH3:1][C:2]1[O:6][N:5]=[C:4]([N:7]2[C:16]3[C:11](=[CH:12][CH:13]=[CH:14][N:15]=3)[CH:10]=[C:9]([C:17]([Cl:24])=[O:18])[C:8]2=[O:20])[CH:3]=1. Reported procedure: 1.7 g (6.3 mmol) of 1-(5-methyl-3-isoxazolyl)-2-oxo-1,2-dihydro-1,8-naphthyridine-3-carboxylic acid was dissolved in dichloromethane (50 mL), and 3.0 mL (36 mmol) of oxalyl chloride was added thereto. One droplet of N,N-dimethylformamide was added to the above mixture, and the resulting mixture was stirred for one hour at room temperature. The reaction solution was concentrated under reduced pressure, and thus 1-(5-methyl-3-isoxazolyl)-2-oxo-1,2-dihydro-1,8-naphthyridine-3-carboxylic acid chlori... The reactants are Br, CCOC(C)=O, Cc1cc(F)c(N)cc1[N+](=O)[O-], O=N[O-], [Na+], O. The product is Cc1cc(F)c(Br)cc1[N+](=O)[O-]. Reaction SMILES: [BrH:17].[CH3:19][CH2:20][O:21][C:22]([CH3:23])=[O:24].[F:1][c:2]1[c:3]([NH2:4])[cH:5][c:6]([N+:10](=[O:11])[O-:12])[c:7]([CH3:9])[cH:8]1.[N:13]([O-:14])=[O:15].[Na+:16].[OH2:18]>>[F:1][c:2]1[c:3]([Br:17])[cH:5][c:6]([N+:10](=[O:11])[O-:12])[c:7]([CH3:9])[cH:8]1. Reactants: [Al+3], O=C1NCCCC1NC(c1ccccc1)(c1ccccc1)c1ccccc1, [H-], [H-], [H-], [H-], [Li+], [Na+], C1CCOC1, [OH-], O. Product: c1ccc(C(NC2CCCNC2)(c2ccccc2)c2ccccc2)cc1. RXN SMILES: [Al+3:29].[C:1]([c:2]1[cH:3][cH:4][cH:5][cH:6][cH:7]1)([c:8]1[cH:9][cH:10][cH:11][cH:12][cH:13]1)([c:14]1[cH:15][cH:16][cH:17][cH:18][cH:19]1)[NH:20][CH:21]1[C:22](=[O:27])[NH:23][CH2:24][CH2:25][CH2:26]1.[H-:28].[H-:31].[H-:32].[H-:33].[Li+:30].[Na+:36].[O:37]1[CH2:38][CH2:39][CH2:40][CH2:41]1.[OH-:35].[OH2:34]>>[C:1]([c:2]1[cH:3][cH:4][cH:5][cH:6][cH:7]1)([c:8]1[cH:9][cH:10][cH:11][cH:12][cH:13]1)([c:14]1[cH:15][cH:16][cH:17][cH:18][cH:19]1)[NH:20][CH:21]1[CH2:22][NH:23][CH2:24][CH2:25][CH2:26]1.